Dataset: the Open Reaction Database (ORD), a public repository of structured organic reaction records. Task: describe an organic reaction: reactants, conditions, products, and yield The reactants are [Cl-].[NH4+] (ammonium chloride), [H-].[Na+] (Sodium hydride), CN1C(=O)NC(=O)C1 (1-methylhydantoin), C(C)(=O)N1C(C(N(C(=C1)C1=CC=CC=C1)CC(=O)N[C@H](C(=O)OC1=CC=C(C=C1)[N+](=O)[O-])CC1=CC=CC=C1)=O)C(C)C (4-nitrophenyl (2S)-2-{(3RS)-4-acetyl-3-isopropyl-2-oxo-6-phenyl-1,2,3,4-tetrahydropyrazin-1-yl}methylcarbonylamino-3-phenylpropionate). Run in O1CCCC1 (tetrahydrofuran). Run at time 20 minute. The product is C(C)(=O)N1C(C(N(C(=C1)C1=CC=CC=C1)CC(=O)N[C@H](C(=O)N1C(N(CC1=O)C)=O)CC1=CC=CC=C1)=O)C(C)C (3-[(2S)-2-{(3RS)-4-Acetyl-3-isopropyl-2-oxo-6-phenyl-1,2,3,4-tetrahydropyrazin-1-yl}methylcarbonylamino-3-phenylpropanoyl]-1-methylhydantoin). Reaction SMILES: [H-].[Na+].[CH3:3][N:4]1[CH2:10][C:8](=[O:9])[NH:7][C:5]1=[O:6].[C:11]([N:14]1[CH:19]=[C:18]([C:20]2[CH:25]=[CH:24][CH:23]=[CH:22][CH:21]=2)[N:17]([CH2:26][C:27]([NH:29][C@@H:30]([CH2:43][C:44]2[CH:49]=[CH:48][CH:47]=[CH:46][CH:45]=2)[C:31](OC2C=CC([N+]([O-])=O)=CC=2)=[O:32])=[O:28])[C:16](=[O:50])[CH:15]1[CH:51]([CH3:53])[CH3:52])(=[O:13])[CH3:12].[Cl-].[NH4+]>O1CCCC1>[C:11]([N:14]1[CH:19]=[C:18]([C:20]2[CH:21]=[CH:22][CH:23]=[CH:24][CH:25]=2)[N:17]([CH2:26][C:27]([NH:29][C@@H:30]([CH2:43][C:44]2[CH:49]=[CH:48][CH:47]=[CH:46][CH:45]=2)[C:31]([N:7]2[C:8](=[O:9])[CH2:10][N:4]([CH3:3])[C:5]2=[O:6])=[O:32])=[O:28])[C:16](=[O:50])[CH:15]1[CH:51]([CH3:53])[CH3:52])(=[O:13])[CH3:12] |f:0.1,4.5|. Reported procedure: 60% Sodium hydride (200 mg) is added to a solution of 1-methylhydantoin (571 mg) in anhydrous tetrahydrofuran (20 ml), and the mixture is stirred for 20 minutes. Then, 4-nitrophenyl (2S)-2-{(3RS)-4-acetyl-3-isopropyl-2-oxo-6-phenyl-1,2,3,4-tetrahydropyrazin-1-yl}methylcarbonylamino-3-phenylpropionate (1.17 g, Compound No. 14-1) is added to the mixture, and the whole is stirred for three days. A saturated aqueous ammonium chloride solution is added to the reaction mixture, and the whole is extrac... Starting materials: N1(CCCCC1)C1CCNCC1 (4-(piperidin-1-yl)piperidine), CS(=O)(=O)OCC[C@]1(CN(CC1)C(C1=C(C=CC=C1)OC)=O)C1=CC(=C(C=C1)Cl)Cl.C(C)#N (acetonitrile (S)-3-(2-methanesulfonyloxyethyl)-3-(3,4-dichlorophenyl)-1-(2-methoxybenzoyl)pyrrolidine). Product: ClC=1C=C(C=CC1Cl)[C@]1(CN(CC1)C(C1=C(C=CC=C1)OC)=O)CCN1CCC(CC1)N1CCCCC1 ((S)-3-(3,4-dichlorophenyl)-1-(2-methoxybenzoyl)-3-[2-[4-(piperidin-1-yl)piperidin-1-yl]ethyl]pyrrolidine). Reaction SMILES: [N:1]1([CH:7]2[CH2:12][CH2:11][NH:10][CH2:9][CH2:8]2)[CH2:6][CH2:5][CH2:4][CH2:3][CH2:2]1.CS(O[CH2:18][CH2:19][C@:20]1([C:35]2[CH:40]=[CH:39][C:38]([Cl:41])=[C:37]([Cl:42])[CH:36]=2)[CH2:24][CH2:23][N:22]([C:25](=[O:34])[C:26]2[CH:31]=[CH:30][CH:29]=[CH:28][C:27]=2[O:32][CH3:33])[CH2:21]1)(=O)=O.C(#N)C>>[Cl:42][C:37]1[CH:36]=[C:35]([C@:20]2([CH2:19][CH2:18][N:10]3[CH2:11][CH2:12][CH:7]([N:1]4[CH2:6][CH2:5][CH2:4][CH2:3][CH2:2]4)[CH2:8][CH2:9]3)[CH2:24][CH2:23][N:22]([C:25](=[O:34])[C:26]3[CH:31]=[CH:30][CH:29]=[CH:28][C:27]=3[O:32][CH3:33])[CH2:21]2)[CH:40]=[CH:39][C:38]=1[Cl:41] |f:1.2|. Procedure details: In 30 ml of acetonitrile (S)-3-(2-methanesulfonyloxyethyl)-3-(3,4-dichlorophenyl)-1-(2-methoxybenzoyl)pyrrolidine (3.17 g), prepared essentially as described, supra, is mixed with an equimolar amount of 4-(piperidin-1-yl)piperidine. The reaction mixture is then heated to reflux and refluxed for about ten hours. The mixture is then concentrated under vacuum and the residue is taken up in methylene chloride and washed with a 3N solution of hydrochloric acid, followed by a wash with brine. The orga... Starting materials: Cl.C(C)(OCC)=N (ethyl acetoimidate hydrochloride), Cl.C(C)(OCC)=N (ethyl acetoimidate hydrochloride), suspension, NCCOC1CCCN(C2=C1C=C(C=C2)Cl)C(C2=C(C=C(C=C2)NC(C2=C(C=CC=C2)Cl)=O)OC)=O (5-(2-amino-ethoxy)-7-chloro-1-[2-methoxy-4-(2-chlorobenzoylamino)-benzoyl]-2,3,4,5-tetrahydro-1H-benzoazepine). Reaction SMILES: Cl.[C:2](=[NH:7])(OCC)[CH3:3].[NH2:8][CH2:9][CH2:10][O:11][CH:12]1[C:18]2[CH:19]=[C:20]([Cl:23])[CH:21]=[CH:22][C:17]=2[N:16]([C:24](=[O:43])[C:25]2[CH:30]=[CH:29][C:28]([NH:31][C:32](=[O:40])[C:33]3[CH:38]=[CH:37][CH:36]=[CH:35][C:34]=3[Cl:39])=[CH:27][C:26]=2[O:41][CH3:42])[CH2:15][CH2:14][CH2:13]1>C(O)C>[ClH:23].[NH:7]=[C:2]([NH:8][CH2:9][CH2:10][O:11][CH:12]1[C:18]2[CH:19]=[C:20]([Cl:23])[CH:21]=[CH:22][C:17]=2[N:16]([C:24](=[O:43])[C:25]2[CH:30]=[CH:29][C:28]([NH:31][C:32](=[O:40])[C:33]3[CH:38]=[CH:37][CH:36]=[CH:35][C:34]=3[Cl:39])=[CH:27][C:26]=2[O:41][CH3:42])[CH2:15][CH2:14][CH2:13]1)[CH3:3] |f:0.1,4.5|. The solvent is C(C)O (ethanol). Yield: 69.8%. Run at time 8 hour. Yields the product Cl.N=C(C)NCCOC1CCCN(C2=C1C=C(C=C2)Cl)C(C2=C(C=C(C=C2)NC(C2=C(C=CC=C2)Cl)=O)OC)=O (5-[2-(1-iminoethyl)aminoethoxy]-7-chloro-1-[2-methoxy-4-(2-chlorobenzoylamino)benzoyl]-2,3,4,5-tetrahydro-1H-benzo-azepine hydrochloride). Procedure: 0.129 g of ethyl acetoimidate hydrochloride was added to 15 ml of a suspension of 0.5 g of 5-(2-amino-ethoxy)-7-chloro-1-[2-methoxy-4-(2-chlorobenzoylamino)-benzoyl]-2,3,4,5-tetrahydro-1H-benzoazepine in ethanol with ice-cooling. The mixture was stirred overnight at room temperature. Then, 0.163 g of ethyl acetoimidate hydrochloride was further added. The mixture was stirred at 50° C. for 7 hours and then refluxed for 3 hours. After cooling, the reaction mixture was subjected to filtration to re... The reactants are CC(C=O)CCC(C)(C)C (2,5,5-trimethylhexanal), CC(CCC=O)C(C)(C)C (4,5,5-trimethylhexanal), C9, 3,4,4- and 3,4,5-trimethylhexanal, CC(CCCCC=O)(C)C (6,6-dimethylheptanal). The product is aldehyde, C(CCCCCC(C)C)(=O)O (isononanoic acid). Reaction SMILES: C[CH:2]([CH2:5][CH2:6][C:7]([CH3:10])([CH3:9])C)[CH:3]=O.CC(C(C)(C)C)C[CH2:14][CH:15]=[O:16].CC(C)(C)CCCCC=[O:28]>>[C:15]([OH:16])(=[O:28])[CH2:14][CH2:3][CH2:2][CH2:5][CH2:6][CH:7]([CH3:9])[CH3:10]. Procedure: Diisobutene, either prepared by the oligomerization of pure isobutene obtained by redissociation or obtained in the course of workup of a butadiene-free raffinate I, is then converted to a C9 derivative lengthened by one carbon atom. Industrial operation involves the hydroformylation or oxo process in which diisobutene is converted to the corresponding aldehyde with carbon monoxide and hydrogen in the presence of rhodium or cobalt catalysts. Since diisobutene predominantly comprises the octenes ... Starting materials: C1CCOC1, CCOC(=O)C=CCCc1ccccc1, [Li+], [OH-]. The product is O=C(O)C=CCCc1ccccc1. Reaction SMILES: [CH2:18]1[O:19][CH2:20][CH2:21][CH2:22]1.[CH2:1]([CH3:2])[O:3][C:4]([CH:5]=[CH:6][CH2:7][CH2:8][c:9]1[cH:10][cH:11][cH:12][cH:13][cH:14]1)=[O:15].[Li+:17].[OH-:16]>>[O:3]=[C:4]([CH:5]=[CH:6][CH2:7][CH2:8][c:9]1[cH:10][cH:11][cH:12][cH:13][cH:14]1)[OH:15]. The reactants are [OH-].[Na+] (NaOH), FC1=C(C=CC(=C1)I)NC=1C=NC=C(C1C=1N=NNC1[Si](C)(C)C)C1=C(C=CC=C1)F ((2-fluoro-4-iodo-phenyl)-[5-(2-fluoro-phenyl)-4-(5-trimethylsilanyl-1H-[1,2,3]triazol-4-yl)-pyridin-3-yl]-amine). The solvent is CO (MeOH). Reaction conditions: temperature 50 celsius, time 8 hour. Product: FC1=C(C=CC(=C1)I)NC=1C=NC=C(C1C=1N=NNC1)C1=C(C=CC=C1)F ((2-Fluoro-4-iodo-phenyl)-[5-(2-fluoro-phenyl)-4-(1H-[1,2,3]triazol-4-yl)-pyridin-3-yl]-amine). Isolated yield 63.1%. Reaction SMILES: [OH-].[Na+].[F:3][C:4]1[CH:9]=[C:8]([I:10])[CH:7]=[CH:6][C:5]=1[NH:11][C:12]1[CH:13]=[N:14][CH:15]=[C:16]([C:27]2[CH:32]=[CH:31][CH:30]=[CH:29][C:28]=2[F:33])[C:17]=1[C:18]1[N:19]=[N:20][NH:21][C:22]=1[Si](C)(C)C>CO>[F:3][C:4]1[CH:9]=[C:8]([I:10])[CH:7]=[CH:6][C:5]=1[NH:11][C:12]1[CH:13]=[N:14][CH:15]=[C:16]([C:27]2[CH:32]=[CH:31][CH:30]=[CH:29][C:28]=2[F:33])[C:17]=1[C:18]1[N:19]=[N:20][NH:21][CH:22]=1 |f:0.1|. Procedure: NaOH (50 μL, 2.0 M in H2O, 0.09 mmol) was added to a solution of (2-fluoro-4-iodo-phenyl)-[5-(2-fluoro-phenyl)-4-(5-trimethylsilanyl-1H-[1,2,3]triazol-4-yl)-pyridin-3-yl]-amine (10 mg, 0.02 mmol) in MeOH (1 mL), and stirred overnight at 50° C. The reaction was quenched with satd. NH4Cl, diluted with EtOAc, and filtered through an Extrelut column. The column was washed with EtOAc, and the filtrate was concentrated. The crude product was purified via Biotage eluting with a gradient of 0 to 75% EtO... Starting materials: Ice water, OC=1C=C2C=CC(OC2=CC1)=O (6-Hydroxycoumarin), [H-].[Na+] (Sodium hydride), BrCCCCC(=O)OCC (Ethyl 5-bromopentanoate), Cl (hydrochloric acid). The solvent is CN(C=O)C (dimethylformamide). Conditions: temperature 60 celsius, time 1 hour. Yields the product C(C)OC(=O)CCCCOC=1C=C2C=CC(OC2=CC1)=O (6-(4-ethoxycarbonylbutyl)oxycoumarin). RXN SMILES: [OH:1][C:2]1[CH:3]=[C:4]2[C:9](=[CH:10][CH:11]=1)[O:8][C:7](=[O:12])[CH:6]=[CH:5]2.[H-].[Na+].Br[CH2:16][CH2:17][CH2:18][CH2:19][C:20]([O:22][CH2:23][CH3:24])=[O:21].Cl>CN(C)C=O>[CH2:23]([O:22][C:20]([CH2:19][CH2:18][CH2:17][CH2:16][O:1][C:2]1[CH:3]=[C:4]2[C:9](=[CH:10][CH:11]=1)[O:8][C:7](=[O:12])[CH:6]=[CH:5]2)=[O:21])[CH3:24] |f:1.2|. Procedure details: 6-Hydroxycoumarin (405 mg; prepared in reference example 25) was dissolved in dry dimethylformamide (6 ml). Sodium hydride (60 mg) was added to the solution. The mixture was reacted for 15 min. Ethyl 5-bromopentanoate (0.48 ml) was added dropwise to the reaction solution. The mixture was stirred for 1 hr at 60° C. Ice-water was added to the reaction solution. The mixture was acidified with 1N hydrochloric acid. The mixture was extracted with ether. The extract was washed with water, dried anhydr...